From a dataset of the Open Reaction Database (ORD), a public repository of structured organic reaction records. describe an organic reaction: reactants, conditions, products, and yield Reactants: CNCC1CNC1, CC#N, CCn1cc(C(=O)O)c(=O)c2cc(F)c(Cl)nc21. The product is CCn1cc(C(=O)O)c(=O)c2cc(F)c(N3CC(CNC)C3)nc21. RXN SMILES: [CH3:19][NH:20][CH2:21][CH:22]1[CH2:23][NH:24][CH2:25]1.[CH3:26][C:27]#[N:28].[Cl:1][c:2]1[c:3]([F:18])[cH:4][c:5]2[c:6](=[O:17])[c:7]([C:14](=[O:15])[OH:16])[cH:8][n:9]([CH2:12][CH3:13])[c:10]2[n:11]1>>[c:2]1([N:24]2[CH2:23][CH:22]([CH2:21][NH:20][CH3:19])[CH2:25]2)[c:3]([F:18])[cH:4][c:5]2[c:6](=[O:17])[c:7]([C:14](=[O:15])[OH:16])[cH:8][n:9]([CH2:12][CH3:13])[c:10]2[n:11]1.